Dataset: the Open Reaction Database (ORD), a public repository of structured organic reaction records. Task: describe an organic reaction: reactants, conditions, products, and yield Reactants: C1(=CC=CC=C1)C(CC(=O)Cl)(C1=CC=CC=C1)C1=CC=CC=C1 (3,3,3-triphenylpropionyl chloride), OC1(CCNCC1)C1=CC=CC=C1 (4-hydroxy-4-phenylpiperidine). Yields the product C1(=CC=CC=C1)C(CC(=O)N1CCC(CC1)(C1=CC=CC=C1)O)(C1=CC=CC=C1)C1=CC=CC=C1 (1-(3,3,3-triphenylpropionyl)-4-hydroxy-4-phenylpiperidine). Reaction SMILES: [C:1]1([C:7]([C:18]2[CH:23]=[CH:22][CH:21]=[CH:20][CH:19]=2)([C:12]2[CH:17]=[CH:16][CH:15]=[CH:14][CH:13]=2)[CH2:8][C:9](Cl)=[O:10])[CH:6]=[CH:5][CH:4]=[CH:3][CH:2]=1.[OH:24][C:25]1([C:31]2[CH:36]=[CH:35][CH:34]=[CH:33][CH:32]=2)[CH2:30][CH2:29][NH:28][CH2:27][CH2:26]1>>[C:1]1([C:7]([C:18]2[CH:23]=[CH:22][CH:21]=[CH:20][CH:19]=2)([C:12]2[CH:17]=[CH:16][CH:15]=[CH:14][CH:13]=2)[CH2:8][C:9]([N:28]2[CH2:29][CH2:30][C:25]([OH:24])([C:31]3[CH:32]=[CH:33][CH:34]=[CH:35][CH:36]=3)[CH2:26][CH2:27]2)=[O:10])[CH:6]=[CH:5][CH:4]=[CH:3][CH:2]=1. Reported procedure: Following the procedures set out in Example 1, 1 part of 3,3,3-triphenylpropionyl chloride and 2 parts of 4-hydroxy-4-phenylpiperidine are reacted to provide 1-(3,3,3-triphenylpropionyl)-4-hydroxy-4-phenylpiperidine. 0.23 Parts of this amide is reacted with 0.05 parts of lithium aluminum hydride in 3.0 parts by volume of ethyl ether to provide 1-(3,3,3-triphenylpropyl)-4-hydroxy-4-phenylpiperidine. This compound has the following structural formula ##STR31## Starting materials: O=C([O-])[O-], O=c1ccn(Cc2ccccc2)c2cccc(Br)c12, Cc1cc(C)c(B(O)O)c(C)c1, Cc1ccccc1, [Cs+], [Cs+], CC(=O)[O-], CC(=O)[O-], [Pd+2]. Yields the product Cc1cc(C)c(-c2cccc3c2c(=O)ccn3Cc2ccccc2)c(C)c1. Reaction SMILES: [C:32](=[O:33])([O-:34])[O-:35].[CH2:1]([c:2]1[cH:3][cH:4][cH:5][cH:6][cH:7]1)[n:8]1[cH:9][cH:10][c:11](=[O:19])[c:12]2[c:13]([Br:18])[cH:14][cH:15][cH:16][c:17]12.[CH3:20][c:21]1[c:22]([B:29]([OH:30])[OH:31])[c:23]([CH3:28])[cH:24][c:25]([CH3:27])[cH:26]1.[CH3:38][c:39]1[cH:40][cH:41][cH:42][cH:43][cH:44]1.[Cs+:36].[Cs+:37].[O-:46][C:47]([CH3:48])=[O:49].[O-:50][C:51]([CH3:52])=[O:53].[Pd+2:45]>>[CH2:1]([c:2]1[cH:3][cH:4][cH:5][cH:6][cH:7]1)[n:8]1[cH:9][cH:10][c:11](=[O:19])[c:12]2[c:13](-[c:22]3[c:21]([CH3:20])[cH:26][c:25]([CH3:27])[cH:24][c:23]3[CH3:28])[cH:14][cH:15][cH:16][c:17]12. Reactants: COC1=CC=C(C=C1)C=1C=C2C(=C(N(C2=CC1)C)C1=CC=CC=C1)CCCCC (5-(4-methoxy-phenyl)-1-methyl-3-pentyl-2-phenyl-1H-indole), B(Br)(Br)Br (BBr3), solution. The solvent is C(Cl)Cl (CH2Cl2). Yields the product CN1C(=C(C2=CC(=CC=C12)C1=CC=C(C=C1)O)CCCCC)C1=CC=CC=C1 (4-(1-Methyl-3-pentyl-2-phenyl-1H-indol-5-yl)-phenol), product. Isolated yield 77.7%. As a reaction SMILES: C[O:2][C:3]1[CH:8]=[CH:7][C:6]([C:9]2[CH:10]=[C:11]3[C:15](=[CH:16][CH:17]=2)[N:14]([CH3:18])[C:13]([C:19]2[CH:24]=[CH:23][CH:22]=[CH:21][CH:20]=2)=[C:12]3[CH2:25][CH2:26][CH2:27][CH2:28][CH3:29])=[CH:5][CH:4]=1.B(Br)(Br)Br>C(Cl)Cl>[CH3:18][N:14]1[C:15]2[C:11](=[CH:10][C:9]([C:6]3[CH:7]=[CH:8][C:3]([OH:2])=[CH:4][CH:5]=3)=[CH:17][CH:16]=2)[C:12]([CH2:25][CH2:26][CH2:27][CH2:28][CH3:29])=[C:13]1[C:19]1[CH:20]=[CH:21][CH:22]=[CH:23][CH:24]=1. Procedure: The desired product was prepared using a procedure similar to step 4 of example 3. Thus, 5-(4-methoxy-phenyl)-1-methyl-3-pentyl-2-phenyl-1H-indole (0.505 g, 1.317 mmol) was reacted with BBr3 (1.6 ml of a 1M solution in CH2Cl2) to give the product (0.375 g, 1.023 mmol, 78%) as a light-brown oil. 1H NMR (DMSO-d6) δ 0.76 (t, J=7.0 Hz, 3H), 1.14-1.22 (m, 4H), 1.51-1.57 (m, 2H), 2.65 (t, J=7.5 Hz, 2H), 3.55 (s, 3H), 6.84 (d, J=8.6 Hz, 2H), 7.39 (dd, J=1.7, 8.4 Hz, 1H), 7.43-7.50 (m, 6H), 7.54 (t, J=7... Reactants: CCCC[N+](CCCC)(CCCC)CCCC, CCOC(C)=O, [F-], CC(c1ccccc1)C(NC(=O)C(N)c1ccc(OCCOC(C)(C)C)cc1)c1ncc(-c2ccc(C#C[Si](C)(C)C)cc2F)[nH]1, C1CCOC1. Yields the product C#Cc1ccc(-c2cnc(C(NC(=O)C(N)c3ccc(OCCOC(C)(C)C)cc3)C(C)c3ccccc3)[nH]2)c(F)c1. Reaction SMILES: [CH3:48][CH2:49][CH2:50][CH2:51][N+:52]([CH2:53][CH2:54][CH2:55][CH3:56])([CH2:57][CH2:58][CH2:59][CH3:60])[CH2:61][CH2:62][CH2:63][CH3:64].[CH3:65][CH2:66][O:67][C:68](=[O:69])[CH3:70].[F-:47].[NH2:1][CH:2]([C:3](=[O:4])[NH:5][CH:6]([CH:7]([CH3:8])[c:9]1[cH:10][cH:11][cH:12][cH:13][cH:14]1)[c:15]1[nH:16][c:17](-[c:20]2[c:21]([F:32])[cH:22][c:23]([C:26]#[C:27][Si:28]([CH3:29])([CH3:30])[CH3:31])[cH:24][cH:25]2)[cH:18][n:19]1)[c:33]1[cH:34][cH:35][c:36]([O:39][CH2:40][CH2:41][O:42][C:43]([CH3:44])([CH3:45])[CH3:46])[cH:37][cH:38]1.[O:71]1[CH2:72][CH2:73][CH2:74][CH2:75]1>>[NH2:1][CH:2]([C:3](=[O:4])[NH:5][CH:6]([CH:7]([CH3:8])[c:9]1[cH:10][cH:11][cH:12][cH:13][cH:14]1)[c:15]1[nH:16][c:17](-[c:20]2[c:21]([F:32])[cH:22][c:23]([C:26]#[CH:27])[cH:24][cH:25]2)[cH:18][n:19]1)[c:33]1[cH:34][cH:35][c:36]([O:39][CH2:40][CH2:41][O:42][C:43]([CH3:44])([CH3:45])[CH3:46])[cH:37][cH:38]1.